This data is from the Open Reaction Database (ORD), a public repository of structured organic reaction records. The task is: describe an organic reaction: reactants, conditions, products, and yield The reactants are CCN=C=NCCCN(C)C, COc1cc2nccc(Oc3ccc(N)cc3)c2cc1OC, ClC(Cl)Cl, O=C(O)COc1ccc(Cl)cc1Cl, Cl, [Na+], O, On1nnc2ccccc21, O=C([O-])O. The product is COc1cc2nccc(Oc3ccc(NC(=O)COc4ccc(Cl)cc4Cl)cc3)c2cc1OC. RXN SMILES: [CH2:15]([N:16]=[C:17]=[N:18][CH2:19][CH2:20][CH2:21][N:22]([CH3:23])[CH3:24])[CH3:25].[CH3:37][O:38][c:39]1[cH:40][c:41]2[c:42]([O:51][c:52]3[cH:53][cH:54][c:55]([NH2:56])[cH:57][cH:58]3)[cH:43][cH:44][n:45][c:46]2[cH:47][c:48]1[O:49][CH3:50].[CH:64]([Cl:65])([Cl:66])[Cl:67].[Cl:1][c:2]1[c:3]([O:4][CH2:5][C:6](=[O:7])[OH:8])[cH:9][cH:10][c:11]([Cl:13])[cH:12]1.[ClH:14].[Na+:59].[OH2:26].[OH:27][n:28]1[c:29]2[cH:30][cH:31][cH:32][cH:33][c:34]2[n:35][n:36]1.[OH:60][C:61](=[O:62])[O-:63]>>[Cl:1][c:2]1[c:3]([O:4][CH2:5][C:6](=[O:8])[NH:56][c:55]2[cH:54][cH:53][c:52]([O:51][c:42]3[c:41]4[cH:40][c:39]([O:38][CH3:37])[c:48]([O:49][CH3:50])[cH:47][c:46]4[n:45][cH:44][cH:43]3)[cH:58][cH:57]2)[cH:9][cH:10][c:11]([Cl:13])[cH:12]1. Starting materials: O=C([O-])[O-], CC(=O)c1ccc(N)cc1, CO, CCOCC, [Ca+2], ClI, O. Product: CC(=O)c1ccc(N)c(I)c1. Reaction SMILES: [C:1](=[O:2])([O-:3])[O-:4].[C:6]([CH3:7])(=[O:8])[c:9]1[cH:10][cH:11][c:12]([NH2:13])[cH:14][cH:15]1.[CH3:19][OH:20].[CH3:21][CH2:22][O:23][CH2:24][CH3:25].[Ca+2:5].[I:16][Cl:17].[OH2:18]>>[C:6]([CH3:7])(=[O:8])[c:9]1[cH:10][c:11]([I:16])[c:12]([NH2:13])[cH:14][cH:15]1. The reactants are C1=C(C=CC=2SC3=C(C21)C=C(C=C3)C(=O)Cl)C(=O)Cl (dibenzothiophene-2,8 -dicarbonyl chloride), C(C)N(CCCO)CC (3-diethylaminopropanol). The product is Cl.Cl.C(C)N(CCCOC(=O)C1=CC2=C(SC3=C2C=C(C=C3)C(=O)OCCCN(CC)CC)C=C1)CC (bis(3-diethylaminopropyl)dibenzothiophene-2,8-dicarboxylate dihydrochloride). As a reaction SMILES: [CH:1]1[C:9]2[C:8]3[CH:10]=[C:11]([C:14]([Cl:16])=[O:15])[CH:12]=[CH:13][C:7]=3[S:6][C:5]=2[CH:4]=[CH:3][C:2]=1[C:17](Cl)=[O:18].[CH2:20]([N:22]([CH2:27][CH3:28])[CH2:23][CH2:24][CH2:25][OH:26])[CH3:21]>>[ClH:16].[ClH:16].[CH2:20]([N:22]([CH2:27][CH3:28])[CH2:23][CH2:24][CH2:25][O:26][C:17]([C:2]1[CH:3]=[CH:4][C:5]2[S:6][C:7]3[CH:13]=[CH:12][C:11]([C:14]([O:26][CH2:25][CH2:24][CH2:23][N:22]([CH2:27][CH3:28])[CH2:20][CH3:21])=[O:15])=[CH:10][C:8]=3[C:9]=2[CH:1]=1)=[O:18])[CH3:21] |f:2.3.4|. Reported procedure: A solution of 7.6 g (0.025 mole) of dibenzothiophene-2,8 -dicarbonyl chloride and 6.5 g (0.05 mole) of 3-diethylaminopropanol in 1 liter of chlorofrom is heated at reflux for two hours. The solution is concentrated to 500 ml, diluted with petroleum ether (75°-90°) and the precipitated solid is crystallized from methanol-isopropanol and finally from water-acetone to yield bis(3-diethylaminopropyl)dibenzothiophene-2,8-dicarboxylate dihydrochloride, M.P. 243°-245°C. Starting materials: CC(C)(C)COc1ccc2c(c1)C1(COCC(N)=N1)c1cc(Br)ccc1O2, OB(O)c1cccnc1F, [K+], [K+], [K+], C1COCCO1, O, O=P([O-])([O-])[O-]. Product: CC(C)(C)COc1ccc2c(c1)C1(COCC(N)=N1)c1cc(-c3cccnc3F)ccc1O2. Reaction SMILES: [Br:19][c:20]1[cH:21][c:22]2[c:23]([cH:24][cH:25]1)[O:26][c:27]1[cH:28][cH:29][c:30]([O:40][CH2:41][C:42]([CH3:43])([CH3:44])[CH3:45])[cH:31][c:32]1[C:33]21[CH2:34][O:35][CH2:36][C:37]([NH2:39])=[N:38]1.[F:9][c:10]1[n:11][cH:12][cH:13][cH:14][c:15]1[B:16]([OH:17])[OH:18].[K+:6].[K+:7].[K+:8].[O:47]1[CH2:48][CH2:49][O:50][CH2:51][CH2:52]1.[OH2:46].[P:1]([O-:2])([O-:3])([O-:4])=[O:5]>>[F:9][c:10]1[n:11][cH:12][cH:13][cH:14][c:15]1-[c:20]1[cH:21][c:22]2[c:23]([cH:24][cH:25]1)[O:26][c:27]1[cH:28][cH:29][c:30]([O:40][CH2:41][C:42]([CH3:43])([CH3:44])[CH3:45])[cH:31][c:32]1[C:33]21[CH2:34][O:35][CH2:36][C:37]([NH2:39])=[N:38]1. Reactants: O1CCCC1 (tetrahydrofuran), solution, [F-].C(CCC)[N+](CCCC)(CCCC)CCCC (tetrabutylammonium fluoride), FC(F)(F)[Si](C)(C)C ((trifluoromethyl)trimethylsilane), O1CCCC1 (tetrahydrofuran). The product is C1(CCCCC1)C(C(F)(F)F)O (1-cyclohexyl-2,2,2-trifluoroethanol). The yield is 37.0%. RXN SMILES: [F-].[CH2:2]([N+](CCCC)(CCCC)CCCC)[CH2:3][CH2:4]C.[F:19][C:20]([Si](C)(C)C)([F:22])[F:21].[O:27]1[CH2:31][CH2:30][CH2:29][CH2:28]1>>[CH:30]1([CH:31]([OH:27])[C:20]([F:22])([F:21])[F:19])[CH2:4][CH2:3][CH2:2][CH2:28][CH2:29]1 |f:0.1|. Reported procedure: According to Reference Example 8-12, by use of cyclohexylcarbaldehyde (300 mg, 2.67 mmol) dissolved in tetrahydrofuran (6 mL), a 1 mol/L solution of tetrabutylammonium fluoride in tetrahydrofuran (0.534 mL, 0.534 mmol) and (trifluoromethyl)trimethylsilane (0.474 mL, 3.20 mmol), the mixture was stirred and reacted at room temperature for 1.5 hours. Then, purification by preparative thin-layer chromatography (hexane/ethyl acetate=10/1) was performed to give 1-cyclohexyl-2,2,2-trifluoroethanol (Com... Starting materials: C1(CC1)C(=O)C=1C=C(C#N)C=CC1 (3-(Cyclopropanecarbonyl)benzonitrile), FC(OC1=CC=C(C=C1)S(=O)(=O)N1CCC(CC1)ON)(F)F (O-(1-(4-(trifluoromethoxy)phenylsulfonyl)piperidin-4-yl)hydroxylamine). Yields the product C1(CC1)C(C=1C=C(C#N)C=CC1)=NOC1CCN(CC1)S(=O)(=O)C1=CC=C(C=C1)OC(F)(F)F (3-(cyclopropyl(1-(4-(trifluoromethoxy)phenylsulfonyl)piperidin-4-yloxyimino)methyl)benzonitrile). RXN SMILES: [CH:1]1([C:4]([C:6]2[CH:7]=[C:8]([CH:11]=[CH:12][CH:13]=2)[C:9]#[N:10])=O)[CH2:3][CH2:2]1.[F:14][C:15]([F:35])([F:34])[O:16][C:17]1[CH:22]=[CH:21][C:20]([S:23]([N:26]2[CH2:31][CH2:30][CH:29]([O:32][NH2:33])[CH2:28][CH2:27]2)(=[O:25])=[O:24])=[CH:19][CH:18]=1>>[CH:1]1([C:4](=[N:33][O:32][CH:29]2[CH2:28][CH2:27][N:26]([S:23]([C:20]3[CH:19]=[CH:18][C:17]([O:16][C:15]([F:35])([F:14])[F:34])=[CH:22][CH:21]=3)(=[O:24])=[O:25])[CH2:31][CH2:30]2)[C:6]2[CH:7]=[C:8]([CH:11]=[CH:12][CH:13]=2)[C:9]#[N:10])[CH2:3][CH2:2]1. Procedure details: 3-(Cyclopropanecarbonyl)benzonitrile was coupled with O-(1-(4-(trifluoromethoxy)phenylsulfonyl)piperidin-4-yl)hydroxylamine to give 3-(cyclopropyl(1-(4-(trifluoromethoxy)phenylsulfonyl)piperidin-4-yloxyimino)methyl)benzonitrile as a mixture of stereoisomers. Reactants: COC(=O)CCCCBr, CO, [N-]=[N+]=[N-], [Na+], O. The product is COC(=O)CCCCN=[N+]=[N-]. As a reaction SMILES: [Br:1][CH2:2][CH2:3][CH2:4][CH2:5][C:6](=[O:7])[O:8][CH3:9].[CH3:15][OH:16].[N-:10]=[N+:11]=[N-:12].[Na+:13].[OH2:14]>>[CH2:2]([CH2:3][CH2:4][CH2:5][C:6](=[O:7])[O:8][CH3:9])[N:10]=[N+:11]=[N-:12]. Reactants: O1CC(CC1)O (Tetrahydrofuran-3-ol), C([O-])([O-])=O.[Cs+].[Cs+] (cesium carbonate), ClC1=NC=C(C(=N1)Cl)F (2,4-dichloro-5-fluoropyrimidine). The solvent is C(C)(=O)OCC (ethyl acetate), CN(C)C=O (N,N′-dimethylformamide). Run at temperature 80 celsius. Yields the product ClC1=NC=C(C(=N1)OC1COCC1)F (2-chloro-5-fluoro-4-(tetrahydrofuran-3-yloxy)pyrimidine). The yield is 28.4%. Reaction SMILES: [Cl:1][C:2]1[N:7]=[C:6](Cl)[C:5]([F:9])=[CH:4][N:3]=1.[O:10]1[CH2:14][CH2:13][CH:12]([OH:15])[CH2:11]1.C(=O)([O-])[O-].[Cs+].[Cs+]>CN(C=O)C.C(OCC)(=O)C>[Cl:1][C:2]1[N:7]=[C:6]([O:15][CH:12]2[CH2:13][CH2:14][O:10][CH2:11]2)[C:5]([F:9])=[CH:4][N:3]=1 |f:2.3.4|. Procedure details: A flask was charged with a solution of 2,4-dichloro-5-fluoropyrimidine (1.0 g, 5.99 mmol) in N,N′-dimethylformamide (20 ml). Tetrahydrofuran-3-ol (0.63 m, 7.19 mmol) and cesium carbonate (3.32 g, 10.18 mmol) were added and the resulting mixture was heated to 80° C. overnight. Upon completion, the mixture was diluted with ethyl acetate (20 mL) and washed with 1:1 water:brine (3×40 mL). The organic extracts were dried over sodium sulfate, filtered, and concentrated under reduced pressure. Purifica... Reactants: C1(=CC=CC=C1)P(C1=CC=CC=C1)(C1=CC=CC=C1)=CC=1CS[C@H]2N(C1C(=O)OC(C1=CC=CC=C1)C1=CC=CC=C1)C([C@H]2NC(CC=2SC=CC2)=O)=O (Diphenylmethyl 3-(triphenylphosphoranylidenemethyl)-7β-(2-thienylacetamido)ceph-3-em-4-carboxylate), C(CC)=O (propionaldehyde), C(Cl)Cl (methylene chloride). Reaction conditions: time 16 hour. Yields the product C(=CCC)C=1CS[C@H]2N(C1C(=O)OC(C1=CC=CC=C1)C1=CC=CC=C1)C([C@H]2NC(CC=2SC=CC2)=O)=O (Diphenylmethyl 3-(but-1-enyl)-7β-(2-thienylacetamido)ceph-3-em-4-carboxylate). Isolated yield 10.0%. As a reaction SMILES: C1(P(=C[C:21]2[CH2:22][S:23][C@@H:24]3[C@H:44]([NH:45][C:46](=[O:53])[CH2:47][C:48]4[S:49][CH:50]=[CH:51][CH:52]=4)[C:43](=[O:54])[N:25]3[C:26]=2[C:27]([O:29][CH:30]([C:37]2[CH:42]=[CH:41][CH:40]=[CH:39][CH:38]=2)[C:31]2[CH:36]=[CH:35][CH:34]=[CH:33][CH:32]=2)=[O:28])(C2C=CC=CC=2)C2C=CC=CC=2)C=CC=CC=1.[CH:55](=O)[CH2:56][CH3:57].[CH2:59](Cl)Cl>>[CH:57]([C:21]1[CH2:22][S:23][C@@H:24]2[C@H:44]([NH:45][C:46](=[O:53])[CH2:47][C:48]3[S:49][CH:50]=[CH:51][CH:52]=3)[C:43](=[O:54])[N:25]2[C:26]=1[C:27]([O:29][CH:30]([C:37]1[CH:38]=[CH:39][CH:40]=[CH:41][CH:42]=1)[C:31]1[CH:32]=[CH:33][CH:34]=[CH:35][CH:36]=1)=[O:28])=[CH:56][CH2:55][CH3:59]. Procedure details: Diphenylmethyl 3-(triphenylphosphoranylidenemethyl)-7β-(2-thienylacetamido)ceph-3-em-4-carboxylate (1.528 g., 2 mmole) was dissolved in a mixture of freshly distilled propionaldehyde (25 ml., 350 mmole) and dry methylene chloride (25 ml.). The solution was stirred at 25° for 16 hours, the solvent and residual propionaldehyde removed by rotary evaporation, and the residue dissolved in the methylene chloride (200 ml.). The resulting solution was washed successively with N-hydrochloric acid (200 ml...